From a dataset of the Open Reaction Database (ORD), a public repository of structured organic reaction records. describe an organic reaction: reactants, conditions, products, and yield Reactants: ClC=1OC(=CC1)C=O (2-Chlorofuran-5-aldehyde), NN1C(NCC1)=O (1-amino-2-oxo-imidazolidine). Product: ClC1=CCC(O1)=NN1C(NCC1)=O (1-(5-Chlorofurylideneamino)- 2-oxo-imidazolidine). RXN SMILES: [Cl:1][C:2]1[O:3][C:4](C=O)=[CH:5][CH:6]=1.[NH2:9][N:10]1[CH2:14][CH2:13][NH:12][C:11]1=[O:15]>>[Cl:1][C:2]1[O:3][C:4](=[N:9][N:10]2[CH2:14][CH2:13][NH:12][C:11]2=[O:15])[CH2:5][CH:6]=1. Procedure details: 2-Chlorofuran-5-aldehyde is reacted with 1-amino-2-oxo-imidazolidine as in Example 1.1. 1-(5-Chlorofurylideneamino)- 2-oxo-imidazolidine of melting point 173°-175° C. is obtained. Reactants: NC=1SC=C(N1)CC(=O)NC1[C@@H]2N(C(=C(CS2)C=C)C(=O)OC(C2=CC=CC=C2)C2=CC=CC=C2)C1=O (benzhydryl 7-[2-(2-aminothiazol-4-yl)acetamido]-3-vinyl-3-cephem-4-carboxylate), FC(C(=O)O)(F)F (trifluoroacetic acid), C1(=CC=CC=C1)OC (anisole). Solvent: C(Cl)Cl (methylene chloride). Reaction conditions: time 65 minute. The product is NC=1SC=C(N1)CC(=O)NC1[C@@H]2N(C(=C(CS2)C=C)C(=O)O)C1=O (7-[2-(2-aminothiazol-4-yl)acetamido]-3-vinyl-3-cephem-4-carboxylic acid). Yield: 40.2%. Reaction SMILES: [NH2:1][C:2]1[S:3][CH:4]=[C:5]([CH2:7][C:8]([NH:10][CH:11]2[C:36](=[O:37])[N:13]3[C:14]([C:20]([O:22]C(C4C=CC=CC=4)C4C=CC=CC=4)=[O:21])=[C:15]([CH:18]=[CH2:19])[CH2:16][S:17][C@H:12]23)=[O:9])[N:6]=1.FC(F)(F)C(O)=O.C1(OC)C=CC=CC=1>C(Cl)Cl>[NH2:1][C:2]1[S:3][CH:4]=[C:5]([CH2:7][C:8]([NH:10][CH:11]2[C:36](=[O:37])[N:13]3[C:14]([C:20]([OH:22])=[O:21])=[C:15]([CH:18]=[CH2:19])[CH2:16][S:17][C@H:12]23)=[O:9])[N:6]=1. Procedure details: To a solution of benzhydryl 7-[2-(2-aminothiazol-4-yl)acetamido]-3-vinyl-3-cephem-4-carboxylate (6.79 g) in methylene chloride (68 ml) were added trifluoroacetic acid (29.1 g) and anisole (11.02 g) at 0° C., and the mixture was stirred at ambient temperature for 65 minutes. After the reaction mixture was evaporated, to the residue were added ethyl acetate and water, followed by adjusting the pH 7 with an aqueous solution of sodium bicarbonate. The separated aqueous solution was adjusted to pH 3.... The reactants are ClC1=CC=C(C=C1)CCCC(=O)C1=CC=C(C=C1)OCC1=NC2=CC=CC=C2C=C1 (4-(4-chlorophenyl)-1-(4-(2-quinolinylmethoxy)phenyl)-1-butanone), solution, C(C=C)[Mg]Br (allyl magnesium bromide), [NH4+].[Cl-] (NH4Cl). Run in C1CCOC1 (THF). Yields the product ClC1=CC=C(C=C1)CCCC(CC=C)(O)C1=CC=C(C=C1)OCC1=NC2=CC=CC=C2C=C1 (7-(4-chlorophenyl)-4-(4-(2-quinolinylmethoxy)phenyl)hept-1-ene-4-ol). As a reaction SMILES: [Cl:1][C:2]1[CH:7]=[CH:6][C:5]([CH2:8][CH2:9][CH2:10][C:11]([C:13]2[CH:18]=[CH:17][C:16]([O:19][CH2:20][C:21]3[CH:30]=[CH:29][C:28]4[C:23](=[CH:24][CH:25]=[CH:26][CH:27]=4)[N:22]=3)=[CH:15][CH:14]=2)=[O:12])=[CH:4][CH:3]=1.[CH2:31]([Mg]Br)[CH:32]=[CH2:33].[NH4+].[Cl-]>C1COCC1>[Cl:1][C:2]1[CH:3]=[CH:4][C:5]([CH2:8][CH2:9][CH2:10][C:11]([C:13]2[CH:18]=[CH:17][C:16]([O:19][CH2:20][C:21]3[CH:30]=[CH:29][C:28]4[C:23](=[CH:24][CH:25]=[CH:26][CH:27]=4)[N:22]=3)=[CH:15][CH:14]=2)([OH:12])[CH2:33][CH:32]=[CH2:31])=[CH:6][CH:7]=1 |f:2.3|. Procedure details: To a solution of ketone from Example 25, Step 1 (1.5 g, 3.61 mmol) in dry THF (15 mL) at 0° C. was added a 1M solution of allyl magnesium bromide (4.3 mL, 4.3 mmol). The reaction mixture was stirred for 45 minutes at 0° C., at which point saturated NH4Cl solution (15 mL) was added, and the product was extracted with EtOAc. The organic layer was washed with water and brine, and was then evaporated to dryness. Purification by flash chromatography (gradient of 1:20, 1:10, 1:5 EtOAc/hexane) gave a p... The reactants are C(C1=CC=CC=C1)OC1=CC(N(C=C1)CC(=O)C1=CC=C(C=C1)CO)=O (4-Benzyloxy-1-[2-(4-hydroxymethyl-phenyl)-2-oxo-ethyl]-1H-pyridin-2-one), C(C1=CC=CC=C1)OC1=CC(NC=C1)=O (4-benzyloxy-1H-pyridin-2-one), ClCC(=O)C1=CC2CN(CCC2S1)CC1=C(C=CC=C1)Cl (2-chloro-1-[5-(2-chloro-benzyl)-3a,4,5,6,7,7a-hexahydro-thieno[3,2-c]pyridin-2-yl]-ethanone). Yields the product C(C1=CC=CC=C1)OC1=CC(N(C=C1)CC(=O)C1=CC=2CN(CCC2S1)CC1=C(C=CC=C1)Cl)=O (4-Benzyloxy-1-{2-[5-(2-chloro-benzyl)-4,5,6,7-tetrahydro-thieno[3,2-c]pyridin-2-yl]-2-oxo-ethyl}-1H-pyridin-2-one). Reaction SMILES: C(OC1C=CN(CC(C2C=CC(CO)=CC=2)=O)C(=O)C=1)C1C=CC=CC=1.[CH2:27]([O:34][C:35]1[CH:40]=[CH:39][NH:38][C:37](=[O:41])[CH:36]=1)[C:28]1[CH:33]=[CH:32][CH:31]=[CH:30][CH:29]=1.Cl[CH2:43][C:44]([C:46]1[S:54][CH:53]2[CH:48]([CH2:49][N:50]([CH2:55][C:56]3[CH:61]=[CH:60][CH:59]=[CH:58][C:57]=3[Cl:62])[CH2:51][CH2:52]2)[CH:47]=1)=[O:45]>>[CH2:27]([O:34][C:35]1[CH:40]=[CH:39][N:38]([CH2:43][C:44]([C:46]2[S:54][C:53]3[CH2:52][CH2:51][N:50]([CH2:55][C:56]4[CH:61]=[CH:60][CH:59]=[CH:58][C:57]=4[Cl:62])[CH2:49][C:48]=3[CH:47]=2)=[O:45])[C:37](=[O:41])[CH:36]=1)[C:28]1[CH:29]=[CH:30][CH:31]=[CH:32][CH:33]=1. Procedure details: 4-Benzyloxy-1-{2-[5-(2-chloro-benzyl)-4,5,6,7-tetrahydro-thieno[3,2-c]pyridin-2-yl]-2-oxo-ethyl}-1H-pyridin-2-one is prepared following preparation 15b (in DMSO as solvent) from 500 mg (2.49 mmol) 4-benzyloxy-1H-pyridin-2-one and 936 mg (2.49 mmol) 2-chloro-1-[5-(2-chloro-benzyl)-3a,4,5,6,7,7a-hexahydro-thieno[3,2-c]pyridin-2-yl]-ethanone (preparation 24). Procedure details: 3-Aminocyclopentene hydrochloride (R. Vince and S. Daluge, J. Med. Chem. 1974, 17,578) (5.10 g, 42.8 mmol), 1,2,4-trichloro-5-nitrobenzene (Aldrich, 10.0 g, 42.8 mmol), and potassium carbonate (98%, Aldrich, 15.00 g, 107 mmol) were refluxed in t-butyl alcohol (100 mL) under nitrogen for 24 hours. Volatiles were evaporated in vacuo and the residue chromatographed on silica gel. Title compound was eluted with 20-30% chloroform-hexanes as an orange powder (5.14 g, 44%), m.p. 85°-86° C.; 1H-NMR(DMSO... Starting materials: Cl.NC1C=CCC1 (3-Aminocyclopentene hydrochloride), ClC1=C(C=C(C(=C1)[N+](=O)[O-])Cl)Cl (1,2,4-trichloro-5-nitrobenzene), C([O-])([O-])=O.[K+].[K+] (potassium carbonate). As a reaction SMILES: Cl.[NH2:2][CH:3]1[CH2:7][CH2:6][CH:5]=[CH:4]1.[Cl:8][C:9]1[CH:14]=[C:13]([N+:15]([O-:17])=[O:16])[C:12](Cl)=[CH:11][C:10]=1[Cl:19].C(=O)([O-])[O-].[K+].[K+]>C(O)(C)(C)C>[Cl:8][C:9]1[C:10]([Cl:19])=[CH:11][C:12]([NH:2][CH:3]2[CH2:7][CH2:6][CH:5]=[CH:4]2)=[C:13]([N+:15]([O-:17])=[O:16])[CH:14]=1 |f:0.1,3.4.5|. Solvent: C(C)(C)(C)O (t-butyl alcohol). Yields the product ClC1=CC(=C(NC2C=CCC2)C=C1Cl)[N+](=O)[O-] ((±)-4,5-Dichloro-N-(2-cyclopenten-1-yl)-2-nitroaniline). The reactants are C(C)OC1=CC=C(C=C1)C(C(F)(F)F)=C(CC)C1=CC(=CC=C1)OC1=CC=CC=C1 (2-(4-ethoxyphenyl)-3-(3-phenoxyphenyl)-1,1,1-trifluoropent-2-ene), C(C)OC1=CC=C(C=C1)C(C(F)(F)F)CCCC1=CC(=CC=C1)OC1=CC=CC=C1 (2-(4-ethoxyphenyl)-5-(3-phenoxyphenyl)-1,1,1-trifluoropentane). The reagents and catalysts are [Pd] (palladium on charcoal). The solvent is C(C)O (ethanol). Run at time 1 hour. Product: C(C)OC1=CC=C(C=C1)C(C(F)(F)F)C(CC)C1=CC(=CC=C1)OC1=CC=CC=C1 (2-(4-ethoxyphenyl)-3-(3-phenoxyphenyl)-1,1,1-trifluoropentane). Yield: 79.6%. Reaction SMILES: C(OC1C=CC(C(CCCC2C=CC=C(OC3C=CC=CC=3)C=2)C(F)(F)F)=CC=1)C.[CH2:31]([O:33][C:34]1[CH:39]=[CH:38][C:37]([C:40](=[C:45]([C:48]2[CH:53]=[CH:52][CH:51]=[C:50]([O:54][C:55]3[CH:60]=[CH:59][CH:58]=[CH:57][CH:56]=3)[CH:49]=2)[CH2:46][CH3:47])[C:41]([F:44])([F:43])[F:42])=[CH:36][CH:35]=1)[CH3:32]>C(O)C.[Pd]>[CH2:31]([O:33][C:34]1[CH:35]=[CH:36][C:37]([CH:40]([CH:45]([C:48]2[CH:53]=[CH:52][CH:51]=[C:50]([O:54][C:55]3[CH:56]=[CH:57][CH:58]=[CH:59][CH:60]=3)[CH:49]=2)[CH2:46][CH3:47])[C:41]([F:44])([F:43])[F:42])=[CH:38][CH:39]=1)[CH3:32]. Procedure details: This Example illustrates the preparation of 2-(4-ethoxyphenyl)-5-(3-phenoxyphenyl)-1,1,1-trifluoropentane. A mixture of E and Z isomers of 2-(4-ethoxyphenyl)-3-(3-phenoxyphenyl)-1,1,1-trifluoropent-2-ene (0.4 g) in ethanol (20 cm3) in the presence of a hydrogenation catalyst (10% palladium on charcoal, 50 mg) was stirred under an atmosphere of hydrogen at a pressure of 2 atmospheres for 1 hour, then 4 atmospheres for 4 hours. The reaction mixture was filtered to remove the catalyst and the filtr... Reactants: CC(C)(C)[Si](C)(C)Cl, Nc1cccc(CCCCO)c1, CN(C)C=O, c1c[nH]cn1. Yields the product CC(C)(C)[Si](C)(C)OCCCCc1cccc(N)c1. Reaction SMILES: [C:18]([CH3:19])([CH3:20])([CH3:21])[Si:22]([CH3:23])([CH3:24])[Cl:25].[NH2:1][c:2]1[cH:3][c:4]([CH2:8][CH2:9][CH2:10][CH2:11][OH:12])[cH:5][cH:6][cH:7]1.[O:26]=[CH:27][N:28]([CH3:29])[CH3:30].[nH:13]1[cH:14][cH:15][n:16][cH:17]1>>[NH2:1][c:2]1[cH:3][c:4]([CH2:8][CH2:9][CH2:10][CH2:11][O:12][Si:22]([C:18]([CH3:19])([CH3:20])[CH3:21])([CH3:23])[CH3:24])[cH:5][cH:6][cH:7]1. Reactants: BrC=1SC=C(N1)C(=O)NC=1C=NN(C1[C@@H]1CC[C@H]([C@@H](CO1)F)NC(OC(C)(C)C)=O)C (tert-butyl ((3S,4R,7S)-7-(4-(2-bromothiazole-4-carboxamido)-1-methyl-1H-pyrazol-5-yl)-3-fluorooxepan-4-yl)carbamate), C1(CC1)C(O)C1=CC(=C(C(=C1)F)B1OC(C(O1)(C)C)(C)C)F (cyclopropyl(3,5-difluoro-4-(4,4,5,5-tetramethyl-1,3,2-dioxaborolan-2-yl)phenyl)methanol), BrC=1SC=C(N1)C(=O)NC=1C=NN(C1[C@@H]1CC[C@H]([C@@H](CO1)F)NC(OC(C)(C)C)=O)C (tert-butyl ((3S,4R,7S)-7-(4-(2-bromothiazole-4-carboxamido)-1-methyl-1H-pyrazol-5-yl)-3-fluorooxepan-4-yl)carbamate), C1(CC1)C(O)C1=CC(=C(C(=C1)F)B1OC(C(O1)(C)C)(C)C)F (cyclopropyl(3,5-difluoro-4-(4,4,5,5-tetramethyl-1,3,2-dioxaborolan-2-yl)phenyl)methanol). Yields the product N[C@@H]1CC[C@H](OC[C@H]1F)C1=C(C=NN1C)NC(=O)C=1N=C(SC1)C1=C(C=C(C=C1F)C(O)C1CC1)F (N-(5-((2S,5R,6S)-5-amino-6-fluorooxepan-2-yl)-1-methyl-1H-pyrazol-4-yl)-2-(4-(cyclopropyl(hydroxy)methyl)-2,6-difluorophenyl)thiazole-4-carboxamide). Reaction SMILES: Br[C:2]1[S:3][CH:4]=[C:5]([C:7]([NH:9][C:10]2[CH:11]=[N:12][N:13]([CH3:31])[C:14]=2[C@H:15]2[O:21][CH2:20][C@@H:19]([F:22])[C@H:18]([NH:23]C(=O)OC(C)(C)C)[CH2:17][CH2:16]2)=[O:8])[N:6]=1.[CH:32]1([CH:35]([C:37]2[CH:42]=[C:41]([F:43])[C:40](B3OC(C)(C)C(C)(C)O3)=[C:39]([F:53])[CH:38]=2)[OH:36])[CH2:34][CH2:33]1>>[NH2:23][C@H:18]1[C@H:19]([F:22])[CH2:20][O:21][C@H:15]([C:14]2[N:13]([CH3:31])[N:12]=[CH:11][C:10]=2[NH:9][C:7]([C:5]2[N:6]=[C:2]([C:40]3[C:39]([F:53])=[CH:38][C:37]([CH:35]([CH:32]4[CH2:34][CH2:33]4)[OH:36])=[CH:42][C:41]=3[F:43])[S:3][CH:4]=2)=[O:8])[CH2:16][CH2:17]1. Reported procedure: Following the procedure for Example 101 starting from tert-butyl ((3S,4R,7S)-7-(4-(2-bromothiazole-4-carboxamido)-1-methyl-1H-pyrazol-5-yl)-3-fluorooxepan-4-yl)carbamate (Intermediate 99), and replacing 3,6-dihydro-2H-pyran-4-boronic acid pinacol ester with cyclopropyl(3,5-difluoro-4-(4,4,5,5-tetramethyl-1,3,2-dioxaborolan-2-yl)phenyl)methanol (Intermediate 140) gave 275, which was isolated as a mixture of diastereomers. LCMS (ES+) m/z 522 (M+1). The reactants are Cc1c(F)cc(C(=O)NC2CC2)cc1-c1ccc2c(=O)n(CC3CC3)cc(C=O)c2c1, C1CNCCNC1. Yields the product Cc1c(F)cc(C(=O)NC2CC2)cc1-c1ccc2c(=O)n(CC3CC3)cc(CN3CCCNCC3)c2c1. As a reaction SMILES: [CH:1]1([NH:4][C:5]([c:6]2[cH:7][c:8](-[c:14]3[cH:15][c:16]4[c:17]([CH:29]=[O:30])[cH:18][n:19]([CH2:25][CH:26]5[CH2:27][CH2:28]5)[c:20](=[O:24])[c:21]4[cH:22][cH:23]3)[c:9]([CH3:13])[c:10]([F:12])[cH:11]2)=[O:31])[CH2:2][CH2:3]1.[NH:32]1[CH2:33][CH2:34][NH:35][CH2:36][CH2:37][CH2:38]1>>[CH:1]1([NH:4][C:5]([c:6]2[cH:7][c:8](-[c:14]3[cH:15][c:16]4[c:17]([CH2:29][N:32]5[CH2:33][CH2:34][NH:35][CH2:36][CH2:37][CH2:38]5)[cH:18][n:19]([CH2:25][CH:26]5[CH2:27][CH2:28]5)[c:20](=[O:24])[c:21]4[cH:22][cH:23]3)[c:9]([CH3:13])[c:10]([F:12])[cH:11]2)=[O:31])[CH2:2][CH2:3]1. Reactants: FC=1C=C(C=CC1)[C@@H](C)NC(C1=CC(=CC=C1)[N+](=O)[O-])C1=CC=C(C=C1)F (N-[(R)-1-(3-fluorophenyl)ethyl]-N-[(4-fluorophenyl)-(3-nitrophenyl)methyl]amine), [BH4-].[Na+] (sodium borohydride). The reagents and catalysts are O.O.O.O.O.O.[Ni](Cl)Cl (nickel chloride hexahydrate). Run in CO (methanol). Product: FC1=CC=C(C=C1)C(C=1C=C(C=CC1)N)N[C@H](C)C1=CC(=CC=C1)F (3-{(4-Fluorophenyl)-[(R)-1-(3-fluorophenyl)ethylamino]methyl}phenylamine). Reaction SMILES: [F:1][C:2]1[CH:3]=[C:4]([C@H:8]([NH:10][CH:11]([C:21]2[CH:26]=[CH:25][C:24]([F:27])=[CH:23][CH:22]=2)[C:12]2[CH:17]=[CH:16][CH:15]=[C:14]([N+:18]([O-])=O)[CH:13]=2)[CH3:9])[CH:5]=[CH:6][CH:7]=1.[BH4-].[Na+]>O.O.O.O.O.O.[Ni](Cl)Cl.CO>[F:27][C:24]1[CH:25]=[CH:26][C:21]([CH:11]([NH:10][C@@H:8]([C:4]2[CH:5]=[CH:6][CH:7]=[C:2]([F:1])[CH:3]=2)[CH3:9])[C:12]2[CH:13]=[C:14]([NH2:18])[CH:15]=[CH:16][CH:17]=2)=[CH:22][CH:23]=1 |f:1.2,3.4.5.6.7.8.9|. Procedure: Following a similar procedure to that described in Example (1b), 1.63 g of isomer B of N-[(R)-1-(3-fluorophenyl)ethyl]-N-[(4-fluorophenyl)-(3-nitrophenyl)methyl]amine [prepared as described in step (a) above], 2.11 g of nickel chloride hexahydrate, 6.74 g of sodium borohydride and 20 ml of methanol were reacted, to obtain 1.45 g of isomer B of the title compound as a colorless oil.